From a dataset of the Open Reaction Database (ORD), a public repository of structured organic reaction records. describe an organic reaction: reactants, conditions, products, and yield Starting materials: NC1=NC=NC(=C1C1=CC=C(C=C1)N1CCN(CC1)C(=O)OC(C)(C)C)N[C@@H](C)C1=NN2C(C(N1C1=CC=CC=C1)=O)=C(C=C2)C ((S)-tert-Butyl 4-(4-(4-amino-6-((1-(5-methyl-4-oxo-3-phenyl-3,4-dihydropyrrolo[2,1-f][1,2,4]triazin-2-yl)ethyl)amino)pyrimidin-5-yl)phenyl)piperazine-1-carboxylate), Cl (hydrochloric acid). Run in O1CCOCC1 (dioxane). Conditions: time 2 hour. The product is NC1=C(C(=NC=N1)N[C@@H](C)C1=NN2C(C(N1C1=CC=CC=C1)=O)=C(C=C2)C)C2=CC=C(C=C2)N2CCNCC2 ((S)-2-(1-((6-Amino-5-(4-(piperazin-1-yl)phenyl)pyrimidin-4-yl)amino)ethyl)-5-methyl-3-phenylpyrrolo[2,1-f][1,2,4]triazin-4(3H)-one). Isolated yield 19.2%. RXN SMILES: [NH2:1][C:2]1[C:7]([C:8]2[CH:13]=[CH:12][C:11]([N:14]3[CH2:19][CH2:18][N:17](C(OC(C)(C)C)=O)[CH2:16][CH2:15]3)=[CH:10][CH:9]=2)=[C:6]([NH:27][C@H:28]([C:30]2[N:35]([C:36]3[CH:41]=[CH:40][CH:39]=[CH:38][CH:37]=3)[C:34](=[O:42])[C:33]3=[C:43]([CH3:46])[CH:44]=[CH:45][N:32]3[N:31]=2)[CH3:29])[N:5]=[CH:4][N:3]=1.Cl>O1CCOCC1>[NH2:1][C:2]1[N:3]=[CH:4][N:5]=[C:6]([NH:27][C@H:28]([C:30]2[N:35]([C:36]3[CH:41]=[CH:40][CH:39]=[CH:38][CH:37]=3)[C:34](=[O:42])[C:33]3=[C:43]([CH3:46])[CH:44]=[CH:45][N:32]3[N:31]=2)[CH3:29])[C:7]=1[C:8]1[CH:13]=[CH:12][C:11]([N:14]2[CH2:15][CH2:16][NH:17][CH2:18][CH2:19]2)=[CH:10][CH:9]=1. Procedure details: (S)-tert-Butyl 4-(4-(4-amino-6-((1-(5-methyl-4-oxo-3-phenyl-3,4-dihydropyrrolo[2,1-f][1,2,4]triazin-2-yl)ethyl)amino)pyrimidin-5-yl)phenyl)piperazine-1-carboxylate (75 mg, 0.12 mmol) was dissolved in 2 ml dioxane. A solution of hydrochloric acid (4M in dioxane, 30 μL, 0.12 mol) was added and the reaction was stirred at room temperature for 2 h. The solvent was removed and the residue was purified by preparative HPLC-MS to give 12 mg (19% yield) of the title compound as a solid. Purity 100%. Reactants: Brc1cnccc1C1CCO1, O=C([O-])[O-], Cn1c(=O)oc2ccc(B3OC(C)(C)C(C)(C)O3)cc21, [Na+], [Na+], CN(C)C=O, Cl[Pd]Cl, c1ccc(P(c2ccccc2)c2ccccc2)cc1, c1ccc(P(c2ccccc2)c2ccccc2)cc1. Product: Cn1c(=O)oc2ccc(-c3cnccc3C3CCO3)cc21. As a reaction SMILES: [Br:21][c:22]1[cH:23][n:24][cH:25][cH:26][c:27]1[CH:28]1[O:29][CH2:30][CH2:31]1.[C:32](=[O:33])([O-:34])[O-:35].[CH3:1][n:2]1[c:3](=[O:20])[o:4][c:5]2[c:6]1[cH:7][c:8]([B:11]1[O:12][C:13]([CH3:14])([CH3:15])[C:16]([CH3:17])([CH3:18])[O:19]1)[cH:9][cH:10]2.[Na+:36].[Na+:37].[O:38]=[CH:39][N:40]([CH3:41])[CH3:42].[Pd:43]([Cl:44])[Cl:45].[c:46]1([P:47]([c:48]2[cH:49][cH:50][cH:51][cH:52][cH:53]2)[c:54]2[cH:55][cH:56][cH:57][cH:58][cH:59]2)[cH:60][cH:61][cH:62][cH:63][cH:64]1.[c:65]1([P:66]([c:67]2[cH:68][cH:69][cH:70][cH:71][cH:72]2)[c:73]2[cH:74][cH:75][cH:76][cH:77][cH:78]2)[cH:79][cH:80][cH:81][cH:82][cH:83]1>>[CH3:1][n:2]1[c:3](=[O:20])[o:4][c:5]2[c:6]1[cH:7][c:8](-[c:22]1[cH:23][n:24][cH:25][cH:26][c:27]1[CH:28]1[O:29][CH2:30][CH2:31]1)[cH:9][cH:10]2. Reactants: NC=1C(=NC(=NC1C)N[C@@H](CO)C1=CC=C(C=C1)F)NC1=NNC(=C1)C1CC1 ((R)-2-[5-amino-4-(5-cyclopropyl-1H-pyrazol-3-ylamino)-6-methylpyrimidin-2-ylamino]-2-(4-fluorophenyl)ethanol), C(C)(=O)O.C(=N)N (formamidine acetate). Solvent: CCO (EtOH). Yields the product C1(CC1)C1=CC(=NN1)N1C2=NC(=NC(=C2N=C1)C)N[C@@H](CO)C1=CC=C(C=C1)F ((2R)-2-[9-(5-Cyclopropyl-1H-pyrazol-3-yl)-6-methyl-9H-purin-2-ylamino]-2-(4-fluorophenyl)ethanol). The yield is 35.0%. As a reaction SMILES: [NH2:1][C:2]1[C:3]([NH:20][C:21]2[CH:25]=[C:24]([CH:26]3[CH2:28][CH2:27]3)[NH:23][N:22]=2)=[N:4][C:5]([NH:9][C@H:10]([C:13]2[CH:18]=[CH:17][C:16]([F:19])=[CH:15][CH:14]=2)[CH2:11][OH:12])=[N:6][C:7]=1[CH3:8].[C:29](O)(=O)C.C(N)=N>CCO>[CH:26]1([C:24]2[NH:23][N:22]=[C:21]([N:20]3[CH:29]=[N:1][C:2]4[C:3]3=[N:4][C:5]([NH:9][C@H:10]([C:13]3[CH:18]=[CH:17][C:16]([F:19])=[CH:15][CH:14]=3)[CH2:11][OH:12])=[N:6][C:7]=4[CH3:8])[CH:25]=2)[CH2:28][CH2:27]1 |f:1.2|. Reported procedure: A mixture of (R)-2-[5-amino-4-(5-cyclopropyl-1H-pyrazol-3-ylamino)-6-methylpyrimidin-2-ylamino]-2-(4-fluorophenyl)ethanol (Method 40; 0.3 g, 0.8 mmol) and formamidine acetate (0.2 g, 1.6 mmol) in EtOH (8 ml) was heated to reflux for 12 hours. The reaction was then concentrated, dissolved in DCM (50 ml), and washed with saturated NaHCO3 solution (50 ml). The organic layer was then dried, filtered, and concentrated. The resulting solid was purified by column chromatography (DCM:MeOH=20:1) to give ... Reactants: CO, CCN(C(C)C)C(C)C, CC(C)O, CC(C)O, O=c1ccc2ccc(OCCCCl)cc2o1, Cl, [I-], [Na+], CN(C)C=O, NCC1COc2ccc(O)cc2O1. Yields the product O=c1ccc2ccc(OCCCNCC3COc4ccc(O)cc4O3)cc2o1. As a reaction SMILES: [CH3:51][OH:52].[CH:30]([N:31]([CH:32]([CH3:33])[CH3:34])[CH2:35][CH3:36])([CH3:37])[CH3:38].[CH:42]([OH:43])([CH3:44])[CH3:45].[CH:53]([OH:54])([CH3:55])[CH3:56].[Cl:14][CH2:15][CH2:16][CH2:17][O:18][c:19]1[cH:20][cH:21][c:22]2[cH:23][cH:24][c:25](=[O:29])[o:26][c:27]2[cH:28]1.[ClH:41].[I-:40].[Na+:39].[O:46]=[CH:47][N:48]([CH3:49])[CH3:50].[OH:1][c:2]1[cH:3][cH:4][c:5]2[c:6]([cH:13]1)[O:7][CH:8]([CH2:11][NH2:12])[CH2:9][O:10]2>>[OH:1][c:2]1[cH:3][cH:4][c:5]2[c:6]([cH:13]1)[O:7][CH:8]([CH2:11][NH:12][CH2:15][CH2:16][CH2:17][O:18][c:19]1[cH:20][cH:21][c:22]3[cH:23][cH:24][c:25](=[O:29])[o:26][c:27]3[cH:28]1)[CH2:9][O:10]2.